This data is from the Open Reaction Database (ORD), a public repository of structured organic reaction records. The task is: describe an organic reaction: reactants, conditions, products, and yield Reactants: CCCC1(C(O)c2ccc(Cl)c(Cl)c2)CC(O[Si](C)(C)C(C)(C)C)CN1C(=O)OC(C)(C)C, CC(=O)OI1(OC(C)=O)(OC(C)=O)OC(=O)c2ccccc21. The product is CCCC1(C(=O)c2ccc(Cl)c(Cl)c2)CC(O[Si](C)(C)C(C)(C)C)CN1C(=O)OC(C)(C)C. RXN SMILES: [C:1]([CH3:2])([CH3:3])([CH3:4])[O:5][C:6](=[O:7])[N:8]1[C:9]([CH:21]([OH:22])[c:23]2[cH:24][c:25]([Cl:30])[c:26]([Cl:29])[cH:27][cH:28]2)([CH2:31][CH2:32][CH3:33])[CH2:10][CH:11]([O:13][Si:14]([CH3:15])([CH3:16])[C:17]([CH3:18])([CH3:19])[CH3:20])[CH2:12]1.[CH3:34][C:35]([O:36][I:37]1([O:47][C:48]([CH3:49])=[O:50])([O:51][C:52]([CH3:53])=[O:54])[c:38]2[c:39]([cH:40][cH:41][cH:42][cH:43]2)[C:44](=[O:45])[O:46]1)=[O:55]>>[C:1]([CH3:2])([CH3:3])([CH3:4])[O:5][C:6](=[O:7])[N:8]1[C:9]([C:21](=[O:22])[c:23]2[cH:24][c:25]([Cl:30])[c:26]([Cl:29])[cH:27][cH:28]2)([CH2:31][CH2:32][CH3:33])[CH2:10][CH:11]([O:13][Si:14]([CH3:15])([CH3:16])[C:17]([CH3:18])([CH3:19])[CH3:20])[CH2:12]1. Starting materials: C(C)(C)(C)OC(=O)NC1=CC=C(C=C1)C(C#N)C(C)=O (2-(4-t-butoxycarbonylaminophenyl)-3-oxobutyronitrile), C(C)O (ethanol), C(C)OC(CNN)OCC (2,2-diethoxyethylhydrazine), Cl (hydrogen chloride). The solvent is O1CCOCC1 (dioxane), C(C)(=O)OCC (ethyl acetate). Product: Cl.NC1=CC=C(C=C1)C1=C2N(N=C1C)C=CN2 (7-(4-Aminophenyl)-6-methyl-1H-imidazo[1,2-b]-pyrazole hydrochloride). As a reaction SMILES: C(OC([NH:8][C:9]1[CH:14]=[CH:13][C:12]([CH:15]([C:18](=O)[CH3:19])[C:16]#[N:17])=[CH:11][CH:10]=1)=O)(C)(C)C.C(O)C.C(O[CH:27](OCC)[CH2:28][NH:29][NH2:30])C.[ClH:34]>O1CCOCC1.C(OCC)(=O)C>[ClH:34].[NH2:8][C:9]1[CH:10]=[CH:11][C:12]([C:15]2[C:18]([CH3:19])=[N:30][N:29]3[CH:28]=[CH:27][NH:17][C:16]=23)=[CH:13][CH:14]=1 |f:6.7|. Procedure details: A mixture of 2.5 g of 2-(4-t-butoxycarbonylaminophenyl)-3-oxobutyronitrile, 20 ml of ethanol and 1.4 g of 2,2-diethoxyethylhydrazine was heated under reflux for 2 hours. 20 ml of 4N hydrogen chloride in dioxane were added, and then the whole mixture was heated under reflux for a further 30 minutes. After the mixture had been cooled, ethyl acetate was added to precipitate crystals. These crystals were collected by filtration and recrystallized from ethanol to give 1.4 g of the title compound as p... Reactants: O=C([O-])[O-], C1CCOC1, COc1ccc(Cn2nc(C)c3c(Cl)ccnc32)cc1, CC(C)(C)[O-], O=c1c(-c2ccc(O)c(F)c2)cncn1Cc1ccc(Cl)cc1, [K+], [K+], [K+], CN(C)C=O. The product is COc1ccc(Cn2nc(C)c3c(Oc4ccc(-c5cncn(Cc6ccc(Cl)cc6)c5=O)cc4F)ccnc32)cc1. RXN SMILES: [C:55](=[O:56])([O-:57])[O-:58].[CH2:50]1[O:51][CH2:52][CH2:53][CH2:54]1.[CH3:1][O:2][c:3]1[cH:4][cH:5][c:6]([CH2:7][n:8]2[n:9][c:10]([CH3:18])[c:11]3[c:12]2[n:13][cH:14][cH:15][c:16]3[Cl:17])[cH:19][cH:20]1.[CH3:44][C:45]([CH3:46])([O-:47])[CH3:48].[Cl:21][c:22]1[cH:23][cH:24][c:25]([CH2:26][n:27]2[cH:28][n:29][cH:30][c:31](-[c:34]3[cH:35][c:36]([F:41])[c:37]([OH:40])[cH:38][cH:39]3)[c:32]2=[O:33])[cH:42][cH:43]1.[K+:49].[K+:59].[K+:60].[O:61]=[CH:62][N:63]([CH3:64])[CH3:65]>>[CH3:1][O:2][c:3]1[cH:4][cH:5][c:6]([CH2:7][n:8]2[n:9][c:10]([CH3:18])[c:11]3[c:12]2[n:13][cH:14][cH:15][c:16]3[O:40][c:37]2[c:36]([F:41])[cH:35][c:34](-[c:31]3[cH:30][n:29][cH:28][n:27]([CH2:26][c:25]4[cH:24][cH:23][c:22]([Cl:21])[cH:43][cH:42]4)[c:32]3=[O:33])[cH:39][cH:38]2)[cH:19][cH:20]1. The product is COc1ccc(C(Nc2ccc(-c3noc(C)n3)cc2)c2nn(-c3ccccc3C(=O)O)c(=O)[nH]2)cc1OC. The reactants are C1CCOC1, CC(=O)O, CO, CCOC(C)=O, COc1ccc(C(=Nc2ccc(-c3noc(C)n3)cc2)c2nn(-c3ccccc3C(=O)O)c(=O)[nH]2)cc1OC, Cl, O. As a reaction SMILES: [CH2:44]1[O:45][CH2:46][CH2:47][CH2:48]1.[CH3:1][C:2](=[O:3])[OH:4].[CH3:50][OH:51].[CH3:53][CH2:54][O:55][C:56](=[O:57])[CH3:58].[CH3:5][O:6][c:7]1[cH:8][c:9]([C:15]([c:16]2[n:17][n:18](-[c:22]3[c:23]([C:24](=[O:25])[OH:26])[cH:27][cH:28][cH:29][cH:30]3)[c:19](=[O:21])[nH:20]2)=[N:31][c:32]2[cH:33][cH:34][c:35](-[c:38]3[n:39][o:40][c:41]([CH3:43])[n:42]3)[cH:36][cH:37]2)[cH:10][cH:11][c:12]1[O:13][CH3:14].[ClH:49].[OH2:52]>>[CH3:5][O:6][c:7]1[cH:8][c:9]([CH:15]([c:16]2[n:17][n:18](-[c:22]3[c:23]([C:24](=[O:25])[OH:26])[cH:27][cH:28][cH:29][cH:30]3)[c:19](=[O:21])[nH:20]2)[NH:31][c:32]2[cH:33][cH:34][c:35](-[c:38]3[n:39][o:40][c:41]([CH3:43])[n:42]3)[cH:36][cH:37]2)[cH:10][cH:11][c:12]1[O:13][CH3:14]. Starting materials: FC1=C(C=CC=C1)C(C(=O)O)NC(=O)OC ((2-Fluoro-phenyl)-methoxycarbonylamino-acetic acid), NC(C(=O)O)C=1C=C(C=CC1)C (Amino-m-tolyl-acetic acid). Product: COC(=O)NC(C(=O)O)C=1C=C(C=CC1)C (Methoxycarbonylamino-m-tolyl-acetic acid). As a reaction SMILES: F[C:2]1[CH:7]=[CH:6][CH:5]=[CH:4][C:3]=1[CH:8]([NH:12][C:13]([O:15][CH3:16])=[O:14])[C:9]([OH:11])=[O:10].N[CH:18](C1C=C(C)C=CC=1)C(O)=O>>[CH3:16][O:15][C:13]([NH:12][CH:8]([C:3]1[CH:4]=[C:5]([CH3:18])[CH:6]=[CH:7][CH:2]=1)[C:9]([OH:11])=[O:10])=[O:14]. Reported procedure: Methoxycarbonylamino-m-tolyl-acetic acid was prepared using the procedure used to prepare (2-Fluoro-phenyl)-methoxycarbonylamino-acetic acid using Amino-m-tolyl-acetic acid. LCMS-ESI+: calc'd for C11H13NO4: 223.08 (M+); Found: 223.90 (M+H+). Reactants: ClC(C=1C(=CC=CC1)C(Cl)Cl)Cl (α,α,α',α'-tetrachloroxylene), C(C)(=O)[O-].[Na+] (sodium acetate), C([O-])([O-])=O.[Ca+2] (calcium carbonate). The reagents and catalysts are [Br-].C(CCC)[N+](CCCC)(CCCC)CCCC (tetrabutylammonium bromide). Run in O (water), O (water). Reaction conditions: time 29 hour. Product: C1=CC=C(C(=C1)C=O)C=O (o-phthalaldehyde). The yield is 72.0%. RXN SMILES: Cl[CH:2](Cl)[C:3]1C(C(Cl)Cl)=[CH:5][CH:6]=[CH:7][CH:8]=1.[C:13]([O-:16])(=O)[CH3:14].[Na+].C(=O)([O-])[O-:19].[Ca+2]>[Br-].C([N+](CCCC)(CCCC)CCCC)CCC.O>[CH:7]1[CH:8]=[C:3]([CH:2]=[O:19])[C:14]([CH:13]=[O:16])=[CH:5][CH:6]=1 |f:1.2,3.4,5.6|. Procedure: In accordance with Example 1, a suspension consisting of 5.78 of α,α,α',α'-tetrachloroxylene (purity approx. 95%), 9.62 g of sodium acetate, 1.74 g of tetrabutylammonium bromide, 4.75 g of calcium carbonate and 10 ml of water is refluxed, with stirring, for 29 hours in a nitrogen atmosphere. After cooling, the reaction mixture is diluted with water and extracted with two 100 ml portions of ethyl acetate. The combined organic layers are washed with a saturated solution of sodium chloride and drie... RXN SMILES: [CH:11]([Cl:12])([Cl:13])[Cl:14].[OH:1][CH2:2][c:3]1[n:4][cH:5][c:6]([CH2:9][OH:10])[cH:7][cH:8]1>>[O:1]=[CH:2][c:3]1[n:4][cH:5][c:6]([CH2:9][OH:10])[cH:7][cH:8]1. Reactants: ClC(Cl)Cl, OCc1ccc(CO)nc1. Product: O=Cc1ccc(CO)cn1. The reactants are C(C)OC(=O)C1=NC(=CC(=C1C)Br)C (4-Bromo-3,6-dimethyl-pyridine-2-carboxylic acid ethyl ester), NC=1SC=C(N1)C (2-Amino-4-methylthiazole). Product: CC=1N=C(SC1)NC(=O)C1=NC(=CC(=C1C)Br)C (4-Bromo-3,6-dimethyl-pyridine-2-carboxylic acid (4-methyl-thiazol-2-yl)-amide). RXN SMILES: C(O[C:4]([C:6]1[C:11]([CH3:12])=[C:10]([Br:13])[CH:9]=[C:8]([CH3:14])[N:7]=1)=[O:5])C.[NH2:15][C:16]1[S:17][CH:18]=[C:19]([CH3:21])[N:20]=1>>[CH3:21][C:19]1[N:20]=[C:16]([NH:15][C:4]([C:6]2[C:11]([CH3:12])=[C:10]([Br:13])[CH:9]=[C:8]([CH3:14])[N:7]=2)=[O:5])[S:17][CH:18]=1. Procedure: The title compound, white solid, MS (ISP): m/e=326.1, 328.0 (M+H)+, was prepared from 4-Bromo-3,6-dimethyl-pyridine-2-carboxylic acid ethyl ester and 2-Amino-4-methylthiazole in accordance with the general method of example 1, step 5.